Dataset: the Open Reaction Database (ORD), a public repository of structured organic reaction records. Task: describe an organic reaction: reactants, conditions, products, and yield Reactants: COc1ccccc1C1(O)C(O)CCC2CN(Cc3ccccc3)CC21, CCO, [OH-], [OH-], [Pd+2]. Yields the product COc1ccccc1C1(O)C(O)CCC2CNCC21. RXN SMILES: [CH2:1]([c:2]1[cH:3][cH:4][cH:5][cH:6][cH:7]1)[N:8]1[CH2:9][CH:10]2[CH2:11][CH2:12][CH:13]([OH:26])[C:14]([OH:17])([c:18]3[c:19]([O:24][CH3:25])[cH:20][cH:21][cH:22][cH:23]3)[CH:15]2[CH2:16]1.[CH3:30][CH2:31][OH:32].[OH-:27].[OH-:29].[Pd+2:28]>>[NH:8]1[CH2:9][CH:10]2[CH2:11][CH2:12][CH:13]([OH:26])[C:14]([OH:17])([c:18]3[c:19]([O:24][CH3:25])[cH:20][cH:21][cH:22][cH:23]3)[CH:15]2[CH2:16]1. Reactants: C(N)(=N)NC(=O)N[N+](=O)[O-] (N-guanyl-N'-nitrourea), desired intermediate, NCC(=O)O (glycine), Cl (hydrochloric acid). Run in O (water). Reaction conditions: temperature 10 celsius. The product is C(N)(=N)NC(NCC(=O)O)=O (guanylureidoacetic Acid). As a reaction SMILES: [C:1]([NH:4][C:5]([NH:7][N+]([O-])=O)=[O:6])(=[NH:3])[NH2:2].N[CH2:12][C:13]([OH:15])=[O:14].Cl>O>[C:1]([NH:4][C:5](=[O:6])[NH:7][CH2:12][C:13]([OH:15])=[O:14])(=[NH:3])[NH2:2]. Procedure: The pH of a mixture of 29.4 g (0.2 mole) of N-guanyl-N'-nitrourea and 7.5 g. (0.1 mole) of glycine in 200 ml. of water is adjusted to 6.0 and the resulting solution heated to reflux. During the 2 hrs. of reflux (95°-97° C.) the pH of the reaction is maintained between 6 and 7 by the addition of 10% hydrochloric acid. The reaction, after 2 hours reflux, is cooled to 10° C. and the pH adjusted to 6.9. The precipitate is filtered, washed with 500 ml. of water and dried to give 14 g. of the desired ... Reactants: CC(=O)OC=1C=CC=CC1C(=O)O (aspirin), C(C=1C(O)=CC=CC1)(=O)N (salicylamide), ( B ), C(N)(=O)C1=C(C=CC=C1)C=1C(=C(C(=O)[O-])C=CC1)OC(C)=O (2-(carbamoyl)phenyl-2-acetoxybenzoate), ( A ), C(N)(=O)C1=C(C=CC=C1)C=1C(=C(C(=O)[O-])C=CC1)OC(C)=O (2-(carbamoyl)phenyl-2-acetoxybenzoate). Product: C(C=1C(O)=CC=CC1)(=O)O (salicylic acid), C(C=1C(O)=CC=CC1)(=O)N (salicylamide). Reaction SMILES: C(C1C=CC=CC=1[C:10]1[C:11]([O:19]C(=O)C)=[C:12]([CH:16]=[CH:17][CH:18]=1)[C:13]([O-:15])=[O:14])(=O)N.CC(OC1C=CC=CC=1C(O)=O)=O.[C:36]([NH2:45])(=[O:44])[C:37]1[C:38](=[CH:40][CH:41]=[CH:42][CH:43]=1)[OH:39]>>[C:13]([OH:15])(=[O:14])[C:12]1[C:11](=[CH:10][CH:18]=[CH:17][CH:16]=1)[OH:19].[C:36]([NH2:45])(=[O:44])[C:37]1[C:38](=[CH:40][CH:41]=[CH:42][CH:43]=1)[OH:39]. Procedure details: The following experiments illustrate (A) the reduced gastric toxicity of 2-(carbamoyl)phenyl-2-acetoxybenzoate relative to a physical mixture of aspirin and salicylamide and (B) the in vivo hydrolysis of 2-(carbamoyl)phenyl-2-acetoxybenzoate to give plasma concentrations of salicylic acid and salicylamide. As a reaction SMILES: [CH2:1]([Sn:5](=O)[CH2:6][CH2:7][CH2:8][CH3:9])[CH2:2][CH2:3][CH3:4].OC1C=CC(CCC(O)=O)=CC=1>>[CH2:1]([Sn:5][CH2:6][CH2:7][CH2:8][CH3:9])[CH2:2][CH2:3][CH3:4]. Yields the product C(CCC)[Sn]CCCC (dibutyltin). The reactants are C(CCC)[Sn](CCCC)=O (dibutyltin oxide), OC1=CC=C(C=C1)CCC(=O)O (3-(4-hydroxyphenyl)propionic acid). Reported procedure: Following the procedure of Example 1, dibutyltin oxide was reacted with 33.2 g (0.2 mole) 3-(4-hydroxyphenyl)propionic acid to yield 56 g of dibutyltin bis-(3-(4-hydroxyphenyl)propionatel, a white crystalline material melting at 48°-50° C. Reactants: CO, NNN=CN1CCN(C=O)CC1, Cl. Yields the product NNN=CN1CCNCC1. RXN SMILES: [CH3:14][OH:15].[CH:2](=[O:3])[N:4]1[CH2:5][CH2:6][N:7]([CH:10]=[N:11][NH:12][NH2:13])[CH2:8][CH2:9]1.[ClH:1]>>[NH:4]1[CH2:5][CH2:6][N:7]([CH:10]=[N:11][NH:12][NH2:13])[CH2:8][CH2:9]1. Starting materials: CC(=O)O, CCO, CCOC(=O)c1cn(-c2ccc(F)cc2F)c2nc3c(F)c(N4CCN(c5ccc(F)cc5)CC4)c(F)cc3cc2c1=O, [K+], [OH-]. Yields the product O=C(O)c1cn(-c2ccc(F)cc2F)c2nc3c(F)c(N4CCN(c5ccc(F)cc5)CC4)c(F)cc3cc2c1=O. As a reaction SMILES: [CH3:44][C:45](=[O:46])[OH:47].[CH3:48][CH2:49][OH:50].[F:1][c:2]1[cH:3][c:4]2[c:5]([n:6][c:7]3[n:8](-[c:20]4[c:21]([F:27])[cH:22][c:23]([F:26])[cH:24][cH:25]4)[cH:9][c:10]([C:15](=[O:16])[O:17][CH2:18][CH3:19])[c:11](=[O:14])[c:12]3[cH:13]2)[c:28]([F:43])[c:29]1[N:30]1[CH2:31][CH2:32][N:33]([c:36]2[cH:37][cH:38][c:39]([F:42])[cH:40][cH:41]2)[CH2:34][CH2:35]1.[K+:52].[OH-:51]>>[F:1][c:2]1[cH:3][c:4]2[c:5]([n:6][c:7]3[n:8](-[c:20]4[c:21]([F:27])[cH:22][c:23]([F:26])[cH:24][cH:25]4)[cH:9][c:10]([C:15](=[O:16])[OH:17])[c:11](=[O:14])[c:12]3[cH:13]2)[c:28]([F:43])[c:29]1[N:30]1[CH2:31][CH2:32][N:33]([c:36]2[cH:37][cH:38][c:39]([F:42])[cH:40][cH:41]2)[CH2:34][CH2:35]1. Starting materials: [F-].C(CCC)[N+](CCCC)(CCCC)CCCC (tetrabutylammonium fluoride), C(C)(C)(C)OC(=O)N1[C@H](CC[C@H](C1)OCC1=CC=CC=C1)C=O ((2R, 5R)-5-Benzyloxy-2-formyl-piperidine-1-carboxylic acid tert-butyl ester), FC1=CC(=CC(=C1)CC[N+](=O)[O-])F (1,3-difluoro-5-(2-nitro-ethyl)-benzene). Solvent: O1CCCC1 (tetrahydrofuran). Run at time 8 hour. Product: C(C)(C)(C)OC(=O)N1[C@H](CC[C@H](C1)OCC1=CC=CC=C1)C(C(CC1=CC(=CC(=C1)F)F)[N+](=O)[O-])O ((2R, 5R)-5-Benzyloxy-2-[3-(3,5-difluoro-phenyl)-1-hydroxy-2-nitro-propyl]-piperidine -1-carboxylic acid tert-butyl ester). As a reaction SMILES: [F-].C([N+](CCCC)(CCCC)CCCC)CCC.[C:19]([O:23][C:24]([N:26]1[CH2:31][C@H:30]([O:32][CH2:33][C:34]2[CH:39]=[CH:38][CH:37]=[CH:36][CH:35]=2)[CH2:29][CH2:28][C@@H:27]1[CH:40]=[O:41])=[O:25])([CH3:22])([CH3:21])[CH3:20].[F:42][C:43]1[CH:48]=[C:47]([CH2:49][CH2:50][N+:51]([O-:53])=[O:52])[CH:46]=[C:45]([F:54])[CH:44]=1>O1CCCC1>[C:19]([O:23][C:24]([N:26]1[CH2:31][C@H:30]([O:32][CH2:33][C:34]2[CH:35]=[CH:36][CH:37]=[CH:38][CH:39]=2)[CH2:29][CH2:28][C@@H:27]1[CH:40]([OH:41])[CH:50]([N+:51]([O-:53])=[O:52])[CH2:49][C:47]1[CH:48]=[C:43]([F:42])[CH:44]=[C:45]([F:54])[CH:46]=1)=[O:25])([CH3:22])([CH3:21])[CH3:20] |f:0.1|. Reported procedure: Add tetrabutylammonium fluoride (0.08 mL, 0.08 mmol, 1.0 M in tetrahydro-furan) to (2R, 5R)-5-Benzyloxy-2-formyl-piperidine-1-carboxylic acid tert-butyl ester (0.27 mg, 0.84 mmol) and 1,3-difluoro-5-(2-nitro-ethyl)-benzene (0.17 g, 0.93 mmol) in 5 mL tetrahydrofuran. Stir at room temperature overnight and concentrate. Subject the residue to silica gel chromatography, eluting with from 100% hexane to 90:10 hexane:ethyl acetate to provide the desired compound as a mixture of 3 isomers (0.286 g, 67...